This data is from the Open Reaction Database (ORD), a public repository of structured organic reaction records. The task is: describe an organic reaction: reactants, conditions, products, and yield Procedure details: A mixture consisting of N-(2-nitro-4-aminophenyl)-allylamine (1.9 g, 0.01 mole), allyl bromide (2.4 g, 0.02 mole) and potassium carbonate (2.8 g, 0.02 mole) was boiled under reflux for 7 hours in 20 ml of ethanol. Working up was carried out in the same way as for compound 4. Yellow crystals, melting point 131°-140° C. The solvent is C(C)O (ethanol). As a reaction SMILES: [N+:1]([C:4]1[CH:9]=[C:8]([NH2:10])[CH:7]=[CH:6][C:5]=1[NH:11][CH2:12][CH:13]=[CH2:14])([O-:3])=[O:2].[CH2:15](Br)[CH:16]=[CH2:17].C(=O)([O-])[O-].[K+].[K+].[N+]([C:28]1[CH:29]=C(NCCO)C=C[C:33]=1N(CC=C)CC=C)([O-])=O>C(O)C>[N+:1]([C:4]1[CH:9]=[C:8]([N:10]([CH2:29][CH:28]=[CH2:33])[CH2:15][CH:16]=[CH2:17])[CH:7]=[CH:6][C:5]=1[NH:11][CH2:12][CH:13]=[CH2:14])([O-:3])=[O:2] |f:2.3.4|. Starting materials: [N+](=O)([O-])C1=C(C=CC(=C1)N)NCC=C (N-(2-nitro-4-aminophenyl)-allylamine), [N+](=O)([O-])C=1C=C(C=CC1N(CC=C)CC=C)NCCO (3-Nitro-4-diallylamino-N-(2-hydroxyethyl)-amino-benzene), C(C=C)Br (allyl bromide), C([O-])([O-])=O.[K+].[K+] (potassium carbonate). The product is [N+](=O)([O-])C=1C=C(C=CC1NCC=C)N(CC=C)CC=C (3-Nitro-4-allylamino-N,N-bis-(allyl)-aminobenzene). Reactants: [OH-].[Na+] (sodium hydroxide), CN1N=CC(=C1)/C=C/C(=O)O ((2E)-3-(1-Methyl-1H-pyrazol-4-yl)-2-propenoic acid), OS(=O)(=O)O (H2SO4), CO (methanol), resultant mixture. Yields the product CN1N=CC(=C1)/C=C/C(=O)OC ((E)-Methyl 3-(1-methyl-1H-pyrazol-4-yl)acrylate). The yield is 71.8%. RXN SMILES: [CH3:1][N:2]1[CH:6]=[C:5](/[CH:7]=[CH:8]/[C:9]([OH:11])=[O:10])[CH:4]=[N:3]1.OS(O)(=O)=O.[OH-].[Na+].[CH3:19]O>>[CH3:1][N:2]1[CH:6]=[C:5](/[CH:7]=[CH:8]/[C:9]([O:11][CH3:19])=[O:10])[CH:4]=[N:3]1 |f:2.3|. Procedure: (2E)-3-(1-Methyl-1H-pyrazol-4-yl)-2-propenoic acid (7.5 g, 49.3 mmol) was added to a solution of H2SO4 (1.760 ml, 33.0 mmol) in methanol (40 ml), and the resultant mixture was refluxed for 4 h. It was cooled to room temperature, then poured into ice. The acid was neutralized with aqueous sodium hydroxide and extracted with DCM (80 ml×2). The organic phases were collected and combined, dried over MgSO4, and concentrated. The residue was washed with petroleum ether and concentrated to give the tit... Isolated yield 60.5%. Procedure details: Prepared according to the method described in Example 26e) from (2S)-2-(tert-butyldimethylsilyloxy)-4-(3-pyridyl)-1-butyl para-toluenesulfonate (0.46 g, Example 26d)), sodium hydride (60%, 0.056 g) and 4-(3-cyanophenyl)phenol (0.273 g) in dimethylformamide (5 ml). The adduct was dissolved in tetrahydrofuran (10 ml) and tetrabutylammonium fluoride (0.522 g) was added. The reaction was stirred at ambient temperature for 1 hour and was then poured into brine and extracted with ethyl acetate. The co... Reaction conditions: time 1 hour. As a reaction SMILES: C1(C)C=CC(S([O:10][CH2:11][C@@H:12]([O:21][Si](C(C)(C)C)(C)C)[CH2:13][CH2:14][C:15]2[CH:16]=[N:17][CH:18]=[CH:19][CH:20]=2)(=O)=O)=CC=1.[H-].[Na+].[C:32]([C:34]1[CH:35]=[C:36]([C:40]2[CH:45]=[CH:44][C:43](O)=[CH:42][CH:41]=2)[CH:37]=[CH:38][CH:39]=1)#[N:33].[F-].C([N+](CCCC)(CCCC)CCCC)CCC>CN(C)C=O.O1CCCC1.[Cl-].[Na+].O>[C:32]([C:34]1[CH:35]=[C:36]([C:40]2[CH:45]=[CH:44][C:43]([O:10][CH2:11][C@@H:12]([OH:21])[CH2:13][CH2:14][C:15]3[CH:16]=[N:17][CH:18]=[CH:19][CH:20]=3)=[CH:42][CH:41]=2)[CH:37]=[CH:38][CH:39]=1)#[N:33] |f:1.2,4.5,8.9.10|. The solvent is CN(C=O)C (dimethylformamide), [Cl-].[Na+].O (brine), O1CCCC1 (tetrahydrofuran). Reactants: C1(=CC=C(C=C1)S(=O)(=O)OC[C@H](CCC=1C=NC=CC1)O[Si](C)(C)C(C)(C)C)C ((2S)-2-(tert-butyldimethylsilyloxy)-4-(3-pyridyl)-1-butyl para-toluenesulfonate), [F-].C(CCC)[N+](CCCC)(CCCC)CCCC (tetrabutylammonium fluoride), [H-].[Na+] (sodium hydride), C(#N)C=1C=C(C=CC1)C1=CC=C(C=C1)O (4-(3-cyanophenyl)phenol). Product: C(#N)C=1C=C(C=CC1)C1=CC=C(C=C1)OC[C@H](CCC=1C=NC=CC1)O ((2S)-1-(3'-Cyanobiphenyl-4-yloxy)-4-(3-pyridyl)-2-butanol). Starting materials: O=C(CN(C(C(=O)OCC)(C)C)C(CC1=CC=CC=C1)=O)C (ethyl 2-[N-(2-oxopropyl)phenylacetylamino]isobutyrate), C[O-].[Na+] (sodium methylate). Solvent: C(C)O (ethanol). The product is CC1=C(C(N(C1)C(C(=O)OCC)(C)C)=O)C1=CC=CC=C1 (ethyl 2-(4-methyl-2-oxo-3-phenyl-3-pyrrolin-1-yl)isobutyrate). Isolated yield 23.7%. Reaction SMILES: O=[C:2]([CH3:22])[CH2:3][N:4]([C:13](=[O:21])[CH2:14][C:15]1[CH:20]=[CH:19][CH:18]=[CH:17][CH:16]=1)[C:5]([CH3:12])([CH3:11])[C:6]([O:8][CH2:9][CH3:10])=[O:7].C[O-].[Na+]>C(O)C>[CH3:22][C:2]1[CH2:3][N:4]([C:5]([CH3:12])([CH3:11])[C:6]([O:8][CH2:9][CH3:10])=[O:7])[C:13](=[O:21])[C:14]=1[C:15]1[CH:20]=[CH:19][CH:18]=[CH:17][CH:16]=1 |f:1.2|. Procedure: 325.5 g (1.07 mol) of ethyl 2-[N-(2-oxopropyl)phenylacetylamino]isobutyrate was dissolved in 1.5 l of ethanol, and 77 g (1.28 mol) of 90% sodium methylate powder was added thereto. The mixture was refluxed under heating for 30 minutes. Ethanol was distilled off, and the residue was poured into ice water. Precipitated crystals were collected by filtration. The crystals were thoroughly washed with hexane and dried to obtain 73 g (yield: 24%) of the desired product having a melting point of from 64... Starting materials: N1=CN(C2=NC=CC=C21)C2=CC=C(C=C2)CC(=O)NC2=CC(=C(C=C2)I)C(F)(F)F (2-(4-imidazo[4,5-b]pyridin-3-yl-phenyl)-N-(4-iodo-3-trifluoromethyl-phenyl)-acetamide), C(=O)([O-])[O-].[Na+].[Na+] (Na2CO3), C(#N)C1=CC=C(C=C1)B(O)O (4-cyanophenylboronic acid). Reagents/catalysts: C1=CC=C(C=C1)P([C-]2C=CC=C2)C3=CC=CC=C3.C1=CC=C(C=C1)P([C-]2C=CC=C2)C3=CC=CC=C3.Cl[Pd]Cl.[Fe+2] (PdCl2(dppf)2). Solvent: C1(=CC=CC=C1)C (toluene), CCOC(=O)C (EtOAc), O (H2O), CCO (EtOH). Yields the product C(#N)C1=CC=C(C2=CC=C(C=C2C(F)(F)F)NC(CC2=CC=C(C=C2)N2C=NC=3C2=NC=CC3)=O)C=C1 (N-(4′-Cyano-2-trifluoromethyl-biphen-4-yl)-2-(4-imidazo[4,5-b]pyridin-3-yl-phenyl)-acetamide). RXN SMILES: [C:1]([C:3]1[CH:8]=[CH:7][C:6](B(O)O)=[CH:5][CH:4]=1)#[N:2].[N:12]1[C:20]2[C:15](=[N:16][CH:17]=[CH:18][CH:19]=2)[N:14]([C:21]2[CH:26]=[CH:25][C:24]([CH2:27][C:28]([NH:30][C:31]3[CH:36]=[CH:35][C:34](I)=[C:33]([C:38]([F:41])([F:40])[F:39])[CH:32]=3)=[O:29])=[CH:23][CH:22]=2)[CH:13]=1.C([O-])([O-])=O.[Na+].[Na+]>CCO.C1(C)C=CC=CC=1.CCOC(C)=O.O.C1C=CC(P(C2C=CC=CC=2)[C-]2C=CC=C2)=CC=1.C1C=CC(P(C2C=CC=CC=2)[C-]2C=CC=C2)=CC=1.Cl[Pd]Cl.[Fe+2]>[C:1]([C:3]1[CH:8]=[CH:7][C:6]([C:34]2[C:33]([C:38]([F:39])([F:40])[F:41])=[CH:32][C:31]([NH:30][C:28](=[O:29])[CH2:27][C:24]3[CH:23]=[CH:22][C:21]([N:14]4[C:15]5=[N:16][CH:17]=[CH:18][CH:19]=[C:20]5[N:12]=[CH:13]4)=[CH:26][CH:25]=3)=[CH:36][CH:35]=2)=[CH:5][CH:4]=1)#[N:2] |f:2.3.4,9.10.11.12|. Procedure details: A mixture of 4-cyanophenylboronic acid (62 mg, 0.42 mmol, 2 equiv) in EtOH (0.2 mL) is added dropwise to a mixture of 2-(4-imidazo[4,5-b]pyridin-3-yl-phenyl)-N-(4-iodo-3-trifluoromethyl-phenyl)-acetamide (Example 12) (110 mg, 0.21 mmol), PdCl2(dppf)2 (5 mg, 0.01 mmol, 0.03 equiv), Na2CO3 (2 M solution in H2O, 0.42 mL, 0.84 mmol, 4 equiv) in toluene (1 mL) at reflux. The reaction mixture is stirred at reflux for 1 h, allowed to cool to rt and diluted with EtOAc and H2O. The aqueous layer is separ... As a reaction SMILES: Br[C:2]1[CH:3]=[CH:4][C:5]([F:10])=[C:6]([CH2:8][OH:9])[CH:7]=1.[Li]CCCC.C([O:19][B:20](OC(C)C)[O:21]C(C)C)(C)C>C1COCC1>[F:10][C:5]1[CH:4]=[CH:3][C:2]([B:20]([OH:21])[OH:19])=[CH:7][C:6]=1[CH2:8][OH:9]. Product: FC1=C(C=C(C=C1)B(O)O)CO (4-Fluoro-3-hydroxymethyl benzene boronic acid). Run at temperature -78 celsius, time 30 minute. Starting materials: BrC=1C=CC(=C(C1)CO)F ((5-bromo-2-fluoro-phenyl)-methanol), [Li]CCCC (n-BuLi), final mixture, C(C)(C)OB(OC(C)C)OC(C)C (tri-isopropoxy borane). Run in C1CCOC1 (THF). Procedure: To solution of (5-bromo-2-fluoro-phenyl)-methanol (1.0 eq) in THF (0.1M) at −78° C. was added dropwise n-BuLi (2.5M in Hex; 2.2 eq). The resulting mixture was stirred at −78° C. for 30 min then tri-isopropoxy borane (2.2 eq) was added. The final mixture was stirred 15 min at −78° C. then allowed to warm slowly to room temperature and stirred an extra hour. The reaction was quenched with HCl (10%) and extracted with EtOAc (2×). The combined organic extracts were washed with brine, dried over MgSO... Starting materials: ClC1=CC2=C(SC=C2CN2C(NC3=C2C=CC=C3)=O)C=C1 (1-(5-Chloro-benzo[b]thiophen-3-ylmethyl)-1,3-dihydro-benzimidazol-2-one), C(C=C)(=O)OCC (ethyl acrylate), [OH-].C(C1=CC=CC=C1)[N+](C)(C)C (benzyltrimethyl ammonium hydroxide). Run in CN(C)C=O (DMF), C(C)(=O)OCC (ethyl acetate). Run at time 8 hour. The product is C(C)OC(CCN1C(N(C2=C1C=CC=C2)CC=2C1=C(SC2)C=CC(=C1)Cl)=O)=O (3-[3-(5-Chloro-benzo[b]thiophen-3-ylmethyl)-2-oxo-2,3-dihydro-benzimidazol-1-yl]-propionic acid ethyl ester). As a reaction SMILES: [Cl:1][C:2]1[CH:21]=[CH:20][C:5]2[S:6][CH:7]=[C:8]([CH2:9][N:10]3[C:14]4[CH:15]=[CH:16][CH:17]=[CH:18][C:13]=4[NH:12][C:11]3=[O:19])[C:4]=2[CH:3]=1.[C:22]([O:26][CH2:27][CH3:28])(=[O:25])[CH:23]=[CH2:24].[OH-].C([N+](C)(C)C)C1C=CC=CC=1>CN(C=O)C.C(OCC)(=O)C>[CH2:27]([O:26][C:22](=[O:25])[CH2:23][CH2:24][N:12]1[C:13]2[CH:18]=[CH:17][CH:16]=[CH:15][C:14]=2[N:10]([CH2:9][C:8]2[C:4]3[CH:3]=[C:2]([Cl:1])[CH:21]=[CH:20][C:5]=3[S:6][CH:7]=2)[C:11]1=[O:19])[CH3:28] |f:2.3|. Procedure details: To a solution of 1-(5-Chloro-benzo[b]thiophen-3-ylmethyl)-1,3-dihydro-benzimidazol-2-one (50 mg, 0.16 mmol) in DMF (2 mL) were added ethyl acrylate (0.02 mL) and benzyltrimethyl ammonium hydroxide (20 mg, 0.01 mmol). The resulting mixture was stirred at room temperature overnight. When the reaction was complete, the reaction mixture was diluted with ethyl acetate and washed with water (×4). The organic phase was dried over Na2SO4 and concentrated. The resulting residue was purified by silica gel... Reactants: O=c1occc2c([N+](=O)[O-])c(Br)ccc12, CC(=O)[O-], CC(=O)[O-], Cc1ccccc1, OB(O)C1CC1, C1CCC(P(C2CCCCC2)C2CCCCC2)CC1, [K+], [K+], [K+], O, O=P([O-])([O-])[O-], [Pd+2]. Product: O=c1occc2c([N+](=O)[O-])c(C3CC3)ccc12. Reaction SMILES: [Br:1][c:2]1[c:3]([N+:13](=[O:14])[O-:15])[c:4]2[cH:5][cH:6][o:7][c:8](=[O:12])[c:9]2[cH:10][cH:11]1.[C:57]([O-:58])(=[O:59])[CH3:60].[C:62]([O-:63])(=[O:64])[CH3:65].[CH3:49][c:50]1[cH:51][cH:52][cH:53][cH:54][cH:55]1.[CH:16]1([B:19]([OH:20])[OH:21])[CH2:17][CH2:18]1.[CH:22]1([P:23]([CH:24]2[CH2:25][CH2:26][CH2:27][CH2:28][CH2:29]2)[CH:30]2[CH2:31][CH2:32][CH2:33][CH2:34][CH2:35]2)[CH2:36][CH2:37][CH2:38][CH2:39][CH2:40]1.[K+:46].[K+:47].[K+:48].[OH2:56].[P:41]([O-:42])([O-:43])([O-:44])=[O:45].[Pd+2:61]>>[c:2]1([CH:16]2[CH2:17][CH2:18]2)[c:3]([N+:13](=[O:14])[O-:15])[c:4]2[cH:5][cH:6][o:7][c:8](=[O:12])[c:9]2[cH:10][cH:11]1.